This data is from the Open Reaction Database (ORD), a public repository of structured organic reaction records. The task is: describe an organic reaction: reactants, conditions, products, and yield Starting materials: CC(C)(C)c1cc(NC(=O)Nc2cccc(S)c2)no1, O=C([O-])[O-], CC(C)O, CCOc1cc2ncnc(Cl)c2cc1OCC, [Cs+], [Cs+]. Yields the product CCOc1cc2ncnc(Sc3cccc(NC(=O)Nc4cc(C(C)(C)C)on4)c3)c2cc1OCC. RXN SMILES: [C:1]([CH3:2])([CH3:3])([CH3:4])[c:5]1[cH:6][c:7]([NH:10][C:11](=[O:12])[NH:13][c:14]2[cH:15][c:16]([SH:20])[cH:17][cH:18][cH:19]2)[n:8][o:9]1.[C:38](=[O:39])([O-:40])[O-:41].[CH:44]([OH:45])([CH3:46])[CH3:47].[Cl:21][c:22]1[n:23][cH:24][n:25][c:26]2[cH:27][c:28]([O:35][CH2:36][CH3:37])[c:29]([O:32][CH2:33][CH3:34])[cH:30][c:31]12.[Cs+:42].[Cs+:43]>>[C:1]([CH3:2])([CH3:3])([CH3:4])[c:5]1[cH:6][c:7]([NH:10][C:11](=[O:12])[NH:13][c:14]2[cH:15][c:16]([S:20][c:22]3[n:23][cH:24][n:25][c:26]4[cH:27][c:28]([O:35][CH2:36][CH3:37])[c:29]([O:32][CH2:33][CH3:34])[cH:30][c:31]34)[cH:17][cH:18][cH:19]2)[n:8][o:9]1. Reactants: ClCCC1=C(N=C2N(C1=O)C=CC=C2)C (3-(2-chloroethyl)-2-methyl-4H-pyrido[1,2-a]pyrimidin-4-one), Br.C1(=CC=CC=C1)C(=O)C1CCNCC1 (phenyl(4-piperidinyl)-methanone hydrobromide), C([O-])([O-])=O.[Na+].[Na+] (sodium carbonate), [I-].[K+] (potassium iodide). Run in CC(CC(C)=O)C (4-methyl-2-pentanone), O (water). The product is C(C1=CC=CC=C1)(=O)C1CCN(CC1)CCC1=C(N=C2N(C1=O)C=CC=C2)C (3-[2-(4-benzoyl-1-piperidinyl)ethyl]-2-methyl-4H-pyrido[1,2-a]pyrimidin-4-one). As a reaction SMILES: Cl[CH2:2][CH2:3][C:4]1[C:9](=[O:10])[N:8]2[CH:11]=[CH:12][CH:13]=[CH:14][C:7]2=[N:6][C:5]=1[CH3:15].Br.[C:17]1([C:23]([CH:25]2[CH2:30][CH2:29][NH:28][CH2:27][CH2:26]2)=[O:24])[CH:22]=[CH:21][CH:20]=[CH:19][CH:18]=1.C(=O)([O-])[O-].[Na+].[Na+].[I-].[K+]>O.CC(C)CC(=O)C>[C:23]([CH:25]1[CH2:30][CH2:29][N:28]([CH2:2][CH2:3][C:4]2[C:9](=[O:10])[N:8]3[CH:11]=[CH:12][CH:13]=[CH:14][C:7]3=[N:6][C:5]=2[CH3:15])[CH2:27][CH2:26]1)(=[O:24])[C:17]1[CH:22]=[CH:21][CH:20]=[CH:19][CH:18]=1 |f:1.2,3.4.5,6.7|. Procedure: A mixture of 5.6 parts of 3-(2-chloroethyl)-2-methyl-4H-pyrido[1,2-a]pyrimidin-4-one, 6 parts of phenyl(4-piperidinyl)-methanone hydrobromide, 8 parts of sodium carbonate, 0.1 parts of potassium iodide and 240 parts of 4-methyl-2-pentanone is stirred and refluxed for 24 hours using a water-separator. The reaction mixture is filtered hot over Hyflo and the filtrate is evaporated. The residue is purified by column-chromatography over silica gel using a mixture of trichloromethane and methanol (90:... Starting materials: ClC=1C(=NC=CC1)N1N=C(C=C1C(=O)OCC)OCC#C (ethyl 1-(3-chloro-2-pyridinyl)-3-(2-propynyloxy)-1H-pyrazole-5-carboxylate), ClC=1C(=NC=CC1)N1N=C(C=C1C(=O)OCC)OCC#C (Ethyl 1-(3-chloro-2-pyridinyl)-3-(2-propynyloxy)-1H-pyrazole-5-carboxylate), CO (methanol), [OH-].[Na+] (sodium hydroxide), Cl (HCl). The solvent is O (water). Conditions: time 15 minute. Yields the product ClC=1C(=NC=CC1)N1N=C(C=C1C(=O)O)OCC#C (1-(3-Chloro-2-pyridinyl)-3-(2-propynyloxy)-1H-pyrazole-5-carboxylic acid). RXN SMILES: [Cl:1][C:2]1[C:3]([N:8]2[C:12]([C:13]([O:15]CC)=[O:14])=[CH:11][C:10]([O:18][CH2:19][C:20]#[CH:21])=[N:9]2)=[N:4][CH:5]=[CH:6][CH:7]=1.CO.[OH-].[Na+].Cl>O>[Cl:1][C:2]1[C:3]([N:8]2[C:12]([C:13]([OH:15])=[O:14])=[CH:11][C:10]([O:18][CH2:19][C:20]#[CH:21])=[N:9]2)=[N:4][CH:5]=[CH:6][CH:7]=1 |f:2.3|. Procedure details: To a 50 mL flask containing ethyl 1-(3-chloro-2-pyridinyl)-3-(2-propynyloxy)-1H-pyrazole-5-carboxylate (i.e. the product of Step A) (0.45 g, 1.5 mmol) and 10 mL of methanol was added dropwise a mixture of 50% sodium hydroxide (0.7 g, 8.75 mmol) in water (4.0 mL). The mixture was heated to near reflux and then cooled to ambient temperature with stirring continued for 15 minutes. To this mixture was added a solution of 1 N HCl (9.0 mL) and the reaction mixture was concentrated on rotary evaporator... The reactants are CCOC(=O)C1=NOC2(CCC(C(C)(C)C)CC2)C1, CO, [Li+], [OH-], O, O. Product: CC(C)(C)C1CCC2(CC1)CC(C(=O)O)=NO2. RXN SMILES: [CH2:1]([CH3:2])[O:3][C:4](=[O:5])[C:6]1=[N:7][O:8][C:9]2([CH2:10]1)[CH2:11][CH2:12][CH:13]([C:16]([CH3:17])([CH3:18])[CH3:19])[CH2:14][CH2:15]2.[CH3:23][OH:24].[Li+:22].[OH-:21].[OH2:20].[OH2:25]>>[O:3]=[C:4]([OH:5])[C:6]1=[N:7][O:8][C:9]2([CH2:10]1)[CH2:11][CH2:12][CH:13]([C:16]([CH3:17])([CH3:18])[CH3:19])[CH2:14][CH2:15]2. Run at time 15 hour. Reported procedure: To a suspension of 6.0 g (0.83 mole) of lithium wire in 250 ml of ether under argon, is added a solution of 50 g (0.41 mole) of cyclopropyl bromide in 50 ml of ether. A gentle reflux is maintained throughout the addition. Stir for 15 hr. at room temperature. The reaction mixture is added slowly to a solution of 29 g (0.28 mole) of 4-cyanopyridine in 200 ml of ether at -70° C. and stirred at -70° C. for 1 hr. and then allowed to warm to room temperature. Stir at room temperature for 2 hr. then ad... Reaction SMILES: [Li].[CH:2]1(Br)[CH2:4][CH2:3]1.[C:6]([C:8]1[CH:13]=[CH:12][N:11]=[CH:10][CH:9]=1)#N.[Cl-].[NH4+].Cl.CC[O:19]CC>>[N:11]1[CH:12]=[CH:13][C:8]([C:6]([CH:2]2[CH2:4][CH2:3]2)=[O:19])=[CH:9][CH:10]=1 |f:3.4,^1:0|. The reactants are C1(CC1)Br (cyclopropyl bromide), CCOCC (ether), [Li] (lithium), CCOCC (ether), [Cl-].[NH4+] (ammonium chloride), Cl (HCl), C(#N)C1=CC=NC=C1 (4-cyanopyridine), CCOCC (ether). The product is N1=CC=C(C=C1)C(=O)C1CC1 (Cyclopropyl 4-pyridinyl ketone). Reactants: C(=O)(O)C=1C(NC(=NC1)C1=C(C=CC=C1)OCCC)=O (5-Carboxy-2-(2-propoxyphenyl)pyrimidin-4(3H)-one), CCOCC (Ether), C (charcoal). Solvent: N1=CC=CC2=CC=CC=C12 (quinoline), C(C)O (ethanol). The product is C(CC)OC1=C(C=CC=C1)C1=NC=CC(N1)=O (2-(2-Propoxyphenyl)pyrimidin-4(3H)-one). Reaction SMILES: C([C:4]1[C:5](=[O:20])[NH:6][C:7]([C:10]2[CH:15]=[CH:14][CH:13]=[CH:12][C:11]=2[O:16][CH2:17][CH2:18][CH3:19])=[N:8][CH:9]=1)(O)=O.CCOCC.C>N1C2C(=CC=CC=2)C=CC=1.C(O)C>[CH2:17]([O:16][C:11]1[CH:12]=[CH:13][CH:14]=[CH:15][C:10]=1[C:7]1[NH:6][C:5](=[O:20])[CH:4]=[CH:9][N:8]=1)[CH2:18][CH3:19]. Procedure details: 5-Carboxy-2-(2-propoxyphenyl)pyrimidin-4(3H)-one (2.03 g, U.S. Pat. No. 4,031,093) in quinoline (10 ml) was heated under reflux under nitrogen for two hours. Ether was added to the cooled reaction mixture which was then extracted with aqueous sodium hydroxide. The basic extract was washed with ether and then acidified with concentrated hydrochloric acid to pH 7. The aqueous mixture was extracted with chloroform and the chloroform extract was washed with aqueous hydrochloric acid, dried and evapo...